Dataset: the Open Reaction Database (ORD), a public repository of structured organic reaction records. Task: describe an organic reaction: reactants, conditions, products, and yield Starting materials: COC1=CC=C(C2=CC=C(C=C12)OC)C(=O)O (4,6-dimethoxy-1-naphthlenecarboxylic acid), COC(CN(C)C(=S)C1=CC=C(C2=CC(=CC=C12)OC)OC)=O (N-[(4,6-dimethoxy-1-naphthalenyl)thioxomethyl]-N-methylglycine methyl ester). The product is COC(CN(C)C(=O)C1=CC=C(C2=CC(=CC=C12)OC)OC)=O (N-[(4,6-dimethoxy-1-naphthalenyl)carbonyl]-N-methylglycine methyl ester). RXN SMILES: [CH3:1][O:2][C:3]1[C:12]2[C:7](=[CH:8][CH:9]=[C:10]([O:13][CH3:14])[CH:11]=2)[C:6]([C:15]([OH:17])=O)=[CH:5][CH:4]=1.[CH3:18][O:19][C:20](=[O:40])[CH2:21][N:22](C(C1C2C(=CC(OC)=CC=2)C(OC)=CC=1)=S)[CH3:23]>>[CH3:18][O:19][C:20](=[O:40])[CH2:21][N:22]([C:15]([C:6]1[C:7]2[C:12](=[CH:11][C:10]([O:13][CH3:14])=[CH:9][CH:8]=2)[C:3]([O:2][CH3:1])=[CH:4][CH:5]=1)=[O:17])[CH3:23]. Reported procedure: By following serially the procedures of examples 2 and 3 and using an equivalent amount of 4,6-dimethoxy-1-naphthlenecarboxylic acid of example 61 instead of 5-bromo-1-naphthalenecarboxylic acid; N-[(4,6-dimethoxy-1-naphthalenyl)thioxomethyl]-N-methylglycine methyl ester (I, R1 and R2 =CH3, R3 =4-CH3O, R4 =6-CH3O and R5 =H); mp 105°-107° C.; NMR (CDCl3) δ 3.05 (s, 3H), 3.85(s, 3H), 3.90 (s, 3H), 4.0 (s, 3H), 4.8 (2d, J=20 Hz, 2H), 7.3 (m, 5H); was obtained via N-[(4,6-dimethoxy-1-naphthalenyl)ca... Starting materials: solid, C(C)NCC (diethylamine), [Na+].[I-] (NaI), NC1=CC=C(C=C1)NS(=O)(=O)C (N-(4-aminophenyl)methanesulfonamide), ClCC(=O)Cl (chloroacetyl chloride). Solvent: CCO (EtOH), O (H2O), C(C)(=O)O (acetic acid). Yields the product C(C)N(CC(=O)NC1=CC=C(C=C1)NS(=O)(=O)C)CC (2-Diethylamino-N-[4-[(methylsulfonyl)amino]phenyl]-acetamide). RXN SMILES: [NH2:1][C:2]1[CH:7]=[CH:6][C:5]([NH:8][S:9]([CH3:12])(=[O:11])=[O:10])=[CH:4][CH:3]=1.Cl[CH2:14][C:15](Cl)=[O:16].[CH2:18]([NH:20][CH2:21][CH3:22])[CH3:19].[Na+].[I-]>CCO.O.C(O)(=O)C>[CH2:18]([N:20]([CH2:21][CH3:22])[CH2:14][C:15]([NH:1][C:2]1[CH:7]=[CH:6][C:5]([NH:8][S:9]([CH3:12])(=[O:11])=[O:10])=[CH:4][CH:3]=1)=[O:16])[CH3:19] |f:3.4|. Procedure: To 100 mL of acetic acid under a nitrogen atmosphere add 12.9 g (69 mmol) of N-(4-aminophenyl)methanesulfonamide and 9.4 g (83 mmol) of chloroacetyl chloride. Stir the reaction mixture at ambient temperature. Monitor the progress of the reaction by thin-layer chromatography on silica gel (CH2Cl2MeOH, 19:1). Upon completion of the reaction, add 300 mL of H2O and suction filter the resulting solid. To 50 mL of EtOH is added 7.0 g (27 mmol) of the solid, 9.9 g (0.14 mol) of diethylamine, and 1 g of... The reactants are [BH4-], COc1cccc2c1C(=O)c1ccccc1C21CCN(C)CC1, CCO, [Na+], O. The product is COc1cccc2c1C(O)c1ccccc1C21CCN(C)CC1. Reaction SMILES: [BH4-:24].[CH3:1][O:2][c:3]1[cH:4][cH:5][cH:6][c:7]2[c:8]1[C:9](=[O:23])[c:10]1[cH:11][cH:12][cH:13][cH:14][c:15]1[C:16]21[CH2:17][CH2:18][N:19]([CH3:22])[CH2:20][CH2:21]1.[CH3:26][CH2:27][OH:28].[Na+:25].[OH2:29]>>[CH3:1][O:2][c:3]1[cH:4][cH:5][cH:6][c:7]2[c:8]1[CH:9]([OH:23])[c:10]1[cH:11][cH:12][cH:13][cH:14][c:15]1[C:16]21[CH2:17][CH2:18][N:19]([CH3:22])[CH2:20][CH2:21]1. The reactants are FC(C1=CC=C(C=N1)O)(F)F (6-(trifluoromethyl)pyridin-3-ol), FC1=NC=C(C=C1)C(F)(F)F (2-fluoro-5-(trifluoromethyl)pyridine), C(#N)C1=CC=C(CBr)C=C1 (4-cyanobenzylbromide), OCC1=CC=C(C#N)C=C1 (4-(hydroxymethyl)benzonitrile). The product is FC(C=1C=CC(=NC1)OCC1=CC=C(C=O)C=C1)(F)F (4-({[5-(Trifluoromethyl)pyridin-2-yl]oxy}methyl)benzaldehyde). RXN SMILES: FC(F)(F)C1N=CC([OH:9])=CC=1.C(C1C=CC(CBr)=CC=1)#N.[OH:22][CH2:23][C:24]1[CH:31]=[CH:30][C:27]([C:28]#N)=[CH:26][CH:25]=1.F[C:33]1[CH:38]=[CH:37][C:36]([C:39]([F:42])([F:41])[F:40])=[CH:35][N:34]=1>>[F:40][C:39]([F:42])([F:41])[C:36]1[CH:37]=[CH:38][C:33]([O:22][CH2:23][C:24]2[CH:31]=[CH:30][C:27]([CH:28]=[O:9])=[CH:26][CH:25]=2)=[N:34][CH:35]=1. Procedure: Instead of 6-(trifluoromethyl)pyridin-3-ol and 4-cyanobenzylbromide, 4-(hydroxymethyl)benzonitrile (1.87 g) and 2-fluoro-5-(trifluoromethyl)pyridine (1.55 g) were respectively used and treated by the same technique as in Reference Example 38-1 to give the titled compound as a pale yellow solid (1.49 g). The product is CCC(C)Nc1nc(C(F)(F)F)c(C(=O)OCc2ccccc2)s1. Starting materials: CC#N, CCC(C)N, O=C(OCc1ccccc1)c1sc(Cl)nc1C(F)(F)F. RXN SMILES: [CH3:26][C:27]#[N:28].[CH:1]([CH3:2])([CH2:3][CH3:4])[NH2:5].[Cl:6][c:7]1[s:8][c:9]([C:16](=[O:17])[O:18][CH2:19][c:20]2[cH:21][cH:22][cH:23][cH:24][cH:25]2)[c:10]([C:12]([F:13])([F:14])[F:15])[n:11]1>>[CH:1]([CH3:2])([CH2:3][CH3:4])[NH:5][c:7]1[s:8][c:9]([C:16](=[O:17])[O:18][CH2:19][c:20]2[cH:21][cH:22][cH:23][cH:24][cH:25]2)[c:10]([C:12]([F:13])([F:14])[F:15])[n:11]1. The reactants are CCOC(=O)C(Cc1ccc(OCCc2ccc(OS(C)(=O)=O)cc2)cc1)OCC, CCOC(C)=O, [Li+], C1CCOC1, [OH-], O. Product: CCOC(Cc1ccc(OCCc2ccc(OS(C)(=O)=O)cc2)cc1)C(=O)O. Reaction SMILES: [CH2:1]([CH3:2])[O:3][CH:4]([C:5](=[O:6])[O:7][CH2:8][CH3:9])[CH2:10][c:11]1[cH:12][cH:13][c:14]([O:17][CH2:18][CH2:19][c:20]2[cH:21][cH:22][c:23]([O:26][S:27](=[O:28])(=[O:29])[CH3:30])[cH:24][cH:25]2)[cH:15][cH:16]1.[CH3:39][CH2:40][O:41][C:42](=[O:43])[CH3:44].[Li+:37].[O:31]1[CH2:32][CH2:33][CH2:34][CH2:35]1.[OH-:38].[OH2:36]>>[CH2:1]([CH3:2])[O:3][CH:4]([C:5](=[O:6])[OH:7])[CH2:10][c:11]1[cH:12][cH:13][c:14]([O:17][CH2:18][CH2:19][c:20]2[cH:21][cH:22][c:23]([O:26][S:27](=[O:28])(=[O:29])[CH3:30])[cH:24][cH:25]2)[cH:15][cH:16]1. The reactants are C(C)(C)(C)OC(=O)N1CCC(CC1)=O (4-Oxo-piperidine-1-carboxylic acid tert-butyl ester), [Cl-].[NH4+] (ammonium chloride), C(CCC)[Li] (n-Butyl lithium), ClC1=NC=C(C=C1)Cl (2,5-dichloro-pyridine). The solvent is C(C)OCC (diethyl ether), C(C)OCC (diethyl ether). Conditions: time 1 hour. Product: C(C)(C)(C)OC(=O)N1CCC(CC1)(C1=NC(=CC=C1Cl)Cl)O (3,6-Dichloro-4′-hydroxy-3′,4′,5′,6′-tetrahydro-2′H[2,4′]bipyridinyl-1′-carboxylic acid tert-butyl ester). Isolated yield 30.6%. As a reaction SMILES: C([Li])CCC.[Cl:6][C:7]1[CH:12]=[CH:11][C:10]([Cl:13])=[CH:9][N:8]=1.[C:14]([O:18][C:19]([N:21]1[CH2:26][CH2:25][C:24](=[O:27])[CH2:23][CH2:22]1)=[O:20])([CH3:17])([CH3:16])[CH3:15].[Cl-].[NH4+]>C(OCC)C>[C:14]([O:18][C:19]([N:21]1[CH2:26][CH2:25][C:24]([OH:27])([C:9]2[C:10]([Cl:13])=[CH:11][CH:12]=[C:7]([Cl:6])[N:8]=2)[CH2:23][CH2:22]1)=[O:20])([CH3:17])([CH3:15])[CH3:16] |f:3.4|. Procedure: n-Butyl lithium (1.7M, 1 mL) was added dropwise to a solution of 2,5-dichloro-pyridine (2.0 g, 13.57 mmol) in diethyl ether (20 mL), under nitrogen at −78° C. and stirred for 1 hour. 4-Oxo-piperidine-1-carboxylic acid tert-butyl ester (2.69 g, 13.57 mmol) in diethyl ether (5 mL) was added dropwise at −78° C. and the reaction mixture stirred for 0.5 hours before warming to room temperature. A solution of saturated aqueous ammonium chloride was added and the mixture extracted into ethyl acetate. T... Yield: 100.4%. Product: ClC1=C(C(=O)Cl)C=C(C=C1Br)[N+](=O)[O-] (2-chloro-3-bromo-5-nitrobenzoyl chloride). Solvent: CN(C)C=O (DMF). Procedure: 5.1 ml (69.9 mmol) of thionyl chloride and a solvent mixture comprising 50 ml of benzene and 0.2 ml of DMF were added to 14.07 g (50.2 mmol) of 2-chloro-3-bromo-5-nitrobenzoic acid. The obtained mixture was heated under reflux for 2 hours and distilled to remove the solvent. Benzene was added to the residue and the obtained mixture was distilled again to remove the solvent. Thus, 15.07 g of the title compound was obtained (yield: quantitative). RXN SMILES: S(Cl)([Cl:3])=O.C1C=CC=CC=1.[Cl:11][C:12]1[C:20]([Br:21])=[CH:19][C:18]([N+:22]([O-:24])=[O:23])=[CH:17][C:13]=1[C:14](O)=[O:15]>CN(C=O)C>[Cl:11][C:12]1[C:20]([Br:21])=[CH:19][C:18]([N+:22]([O-:24])=[O:23])=[CH:17][C:13]=1[C:14]([Cl:3])=[O:15]. Starting materials: S(=O)(Cl)Cl (thionyl chloride), C1=CC=CC=C1 (benzene), ClC1=C(C(=O)O)C=C(C=C1Br)[N+](=O)[O-] (2-chloro-3-bromo-5-nitrobenzoic acid). Reactants: O=C(NCCC(O)c1cc(F)cc(Br)c1)C(F)(F)F, CC(=O)[O-], CC(=O)[O-], CC(=O)[O-], CCCC[N+](CCCC)(CCCC)CCCC, C=CC1(O)CCCCC1, CN(C)C=O, [Pd+2]. Product: O=C(NCCC(O)c1cc(F)cc(C=CC2(O)CCCCC2)c1)C(F)(F)F. RXN SMILES: [Br:1][c:2]1[cH:3][c:4]([CH:9]([CH2:10][CH2:11][NH:12][C:13]([C:14]([F:15])([F:16])[F:17])=[O:18])[OH:19])[cH:5][c:6]([F:8])[cH:7]1.[C:29]([O-:30])(=[O:31])[CH3:32].[C:55]([O-:56])(=[O:57])[CH3:58].[C:60]([O-:61])(=[O:62])[CH3:63].[CH2:33]([N+:34]([CH2:35][CH2:36][CH2:37][CH3:38])([CH2:39][CH2:40][CH2:41][CH3:42])[CH2:43][CH2:44][CH2:45][CH3:46])[CH2:47][CH2:48][CH3:49].[CH:20](=[CH2:21])[C:22]1([OH:28])[CH2:23][CH2:24][CH2:25][CH2:26][CH2:27]1.[O:50]=[CH:51][N:52]([CH3:53])[CH3:54].[Pd+2:59]>>[c:2]1([CH:21]=[CH:20][C:22]2([OH:28])[CH2:23][CH2:24][CH2:25][CH2:26][CH2:27]2)[cH:3][c:4]([CH:9]([CH2:10][CH2:11][NH:12][C:13]([C:14]([F:15])([F:16])[F:17])=[O:18])[OH:19])[cH:5][c:6]([F:8])[cH:7]1. Yields the product CC1(C)NC(=O)c2sc(N3CCOCC3)nc2N1. Reaction SMILES: [CH3:16][O:17][C:18]([CH3:19])([CH3:20])[O:21][CH3:22].[CH3:35][C:36](=[O:37])[CH3:38].[NH2:1][c:2]1[n:3][c:4]([N:10]2[CH2:11][CH2:12][O:13][CH2:14][CH2:15]2)[s:5][c:6]1[C:7](=[O:8])[NH2:9].[OH2:23].[c:24]1([CH3:25])[cH:26][cH:27][c:28]([S:29]([OH:30])(=[O:31])=[O:32])[cH:33][cH:34]1>>[NH:1]1[c:2]2[n:3][c:4]([N:10]3[CH2:11][CH2:12][O:13][CH2:14][CH2:15]3)[s:5][c:6]2[C:7](=[O:8])[NH:9][C:18]1([CH3:19])[CH3:20]. The reactants are COC(C)(C)OC, CC(C)=O, NC(=O)c1sc(N2CCOCC2)nc1N, O, Cc1ccc(S(=O)(=O)O)cc1.